This data is from the Open Reaction Database (ORD), a public repository of structured organic reaction records. The task is: describe an organic reaction: reactants, conditions, products, and yield Procedure details: 2.5 Grams of 2-ethylamino-4,6-dichloro-5-methylthio-pyrimidine, 9 g of the mixture of 2-ethylamino-4,6-dichloro-5-methylthio-pyrimidine and 4-ethylamino-2,6-dichloro-5-methylthio-pyrimidine obtained in the first stage of Example 1, 165 g of methanol and 16 g of ammonia are introduced into a 500 ml autoclave. The mixture is heated for 2 hours at 120° C., then cooled. The solution obtained is concentrated under reduced pressure and the residue is washed with water. 8.2 Grams of a mixture melting a... Product: C(C)NC1=NC(=C(C(=N1)Cl)SC)Cl (2-ethylamino-4,6-dichloro-5-methylthio-pyrimidine), mixture, N (ammonia). The solvent is CO (methanol). RXN SMILES: [CH2:1]([NH:3][C:4]1[N:9]=[C:8]([Cl:10])[C:7]([S:11][CH3:12])=[C:6]([Cl:13])[N:5]=1)[CH3:2].C([NH:16]C1C(SC)=C(Cl)N=C(Cl)N=1)C>CO>[CH2:1]([NH:3][C:4]1[N:5]=[C:6]([Cl:13])[C:7]([S:11][CH3:12])=[C:8]([Cl:10])[N:9]=1)[CH3:2].[NH3:16]. The reactants are C(C)NC1=NC(=C(C(=N1)Cl)SC)Cl (2-ethylamino-4,6-dichloro-5-methylthio-pyrimidine), C(C)NC1=NC(=NC(=C1SC)Cl)Cl (4-ethylamino-2,6-dichloro-5-methylthio-pyrimidine). Starting materials: BrC1=CC2=C(N=C(OC2)NC2COC3=C2C(=CC=C3)OC)C=C1 (rac-(6-Bromo-4H-benzo[d][1,3]oxazin-2-yl)-(4-methoxy-2,3-dihydro-benzofuran-3-yl)-amine), NC1=NC(=CC=C1)C(F)(F)F (2-amino-6-trifluoromethyl-pyridine). The product is COC1=CC=CC2=C1C(CO2)NC=2OCC1=C(N2)C=CC(=C1)NC1=NC(=CC=C1)C(F)(F)F (rac-N2-(4-Methoxy-2,3-dihydro-benzofuran-3-yl)-N6-(6-trifluoromethyl-pyridin-2-yl)-4H-benzo[d][1,3]oxazine-2,6-diamine). The yield is 12.3%. Reaction SMILES: Br[C:2]1[CH:23]=[CH:22][C:5]2[N:6]=[C:7]([NH:10][CH:11]3[C:15]4[C:16]([O:20][CH3:21])=[CH:17][CH:18]=[CH:19][C:14]=4[O:13][CH2:12]3)[O:8][CH2:9][C:4]=2[CH:3]=1.[NH2:24][C:25]1[CH:30]=[CH:29][CH:28]=[C:27]([C:31]([F:34])([F:33])[F:32])[N:26]=1>>[CH3:21][O:20][C:16]1[C:15]2[CH:11]([NH:10][C:7]3[O:8][CH2:9][C:4]4[CH:3]=[C:2]([NH:24][C:25]5[CH:30]=[CH:29][CH:28]=[C:27]([C:31]([F:33])([F:32])[F:34])[N:26]=5)[CH:23]=[CH:22][C:5]=4[N:6]=3)[CH2:12][O:13][C:14]=2[CH:19]=[CH:18][CH:17]=1. Procedure details: The title compound (28 mg, 12%), light brown foam, MS (ISP): m/e=457.3 (M+H+), was prepared in accordance with the general method of Example 35 from rac-(6-bromo-4H-benzo[d][1,3]oxazin-2-yl)-(4-methoxy-2,3-dihydro-benzofuran-3-yl)-amine (Example 54) (188 mg, 0.5 mmol) and commercially available 2-amino-6-trifluoromethyl-pyridine (162 mg, 1.0 mmol).